From a dataset of the Open Reaction Database (ORD), a public repository of structured organic reaction records. describe an organic reaction: reactants, conditions, products, and yield The reactants are OC[C@@H]1N(CCCC1)C(=O)OC(C)(C)C ((R)-tert-butyl 2-(hydroxymethyl)piperidine-1-carboxylate), Cl (hydrogen chloride). The solvent is O1CCOCC1 (1,4-dioxane). Reaction conditions: time 3 hour. Yields the product Cl.N1[C@H](CCCC1)CO ((R)-piperidin-2-ylmethanol hydrogen chloride). The yield is 100.4%. As a reaction SMILES: [OH:1][CH2:2][C@H:3]1[CH2:8][CH2:7][CH2:6][CH2:5][N:4]1C(OC(C)(C)C)=O.[ClH:16]>O1CCOCC1>[ClH:16].[NH:4]1[CH2:5][CH2:6][CH2:7][CH2:8][C@@H:3]1[CH2:2][OH:1] |f:3.4|. Procedure: A mixture of (R)-tert-butyl 2-(hydroxymethyl)piperidine-1-carboxylate (840 mg, 3.9 mmol) in 1,4-dioxane (15 mL) was treated with hydrogen chloride (4.0N solution in dioxane, 9.8 mL, 39 mmol), and stirred at ambient temperature for 3 hours. The solvent was evaporated in vacuo to afford the title compound as a white solid (594 mg). 1H NMR (400 MHz, d6-DMSO) δ 8.75 (s, 1H), 4.72 (t, J=5.3, 1H), 3.35 (m, 1H), 3.28-3.15 (m, 3H), 2.72 (m, 1H), 2.59-2.52 (m, 1H), 1.88-1.72 (m, 2H), 1.72-1.53 (m, 2H), 1... Reactants: CC(=O)O, COC(=O)c1cccc(C)c1[N+](=O)[O-], O, [Zn]. The product is COC(=O)c1cccc(C)c1N. As a reaction SMILES: [CH3:15][C:16](=[O:17])[OH:18].[CH3:1][c:2]1[c:3]([N+:12]([O-:13])=[O:14])[c:4]([C:8](=[O:9])[O:10][CH3:11])[cH:5][cH:6][cH:7]1.[OH2:19].[Zn:20]>>[CH3:1][c:2]1[c:3]([NH2:12])[c:4]([C:8](=[O:9])[O:10][CH3:11])[cH:5][cH:6][cH:7]1.